From a dataset of the Open Reaction Database (ORD), a public repository of structured organic reaction records. describe an organic reaction: reactants, conditions, products, and yield Starting materials: [O-]S(=O)(=O)[O-].[O-]S(=O)(=O)[O-].[Al+3].[K+] (alum). Solvent: O (water). Yields the product [O-]S(=O)(=O)[O-].[O-]S(=O)(=O)[O-].[Al+3].[K+].O (alum water). Reaction SMILES: [O-:1][S:2]([O-:5])(=[O:4])=[O:3].[O-:6][S:7]([O-:10])(=[O:9])=[O:8].[Al+3:11].[K+:12]>O>[O-:4][S:2]([O-:5])(=[O:3])=[O:1].[O-:9][S:7]([O-:10])(=[O:8])=[O:6].[Al+3:11].[K+:12].[OH2:1] |f:0.1.2.3,5.6.7.8.9|. Reported procedure: dissolving the alum in water to form an alum/water solution; and, Starting materials: [Cl-].[Al+3].[Cl-].[Cl-] (Aluminum chloride), C(C)(C)(C)C1=CC=CC=C1 (tert-butylbenzene), C1(CCC(=O)O1)=O (succinic anhydride), ClC(C(Cl)Cl)Cl (1,1,2,2-tetrachloroethane), [Cl-].[Al+3].[Cl-].[Cl-] (aluminum chloride), ice. Run in Cl (hydrochloric acid). The product is C(C)(C)(C)C1=CC=C(C=C1)C(CCC(=O)O)=O (4-(4-tert-butyl-phenyl)-4-oxo-butyric acid). As a reaction SMILES: [Cl-].[Al+3].[Cl-].[Cl-].[C:5]([C:9]1[CH:14]=[CH:13][CH:12]=[CH:11][CH:10]=1)([CH3:8])([CH3:7])[CH3:6].[C:15]1(=[O:21])[O:20][C:18](=[O:19])[CH2:17][CH2:16]1.ClC(Cl)C(Cl)Cl>Cl>[C:5]([C:9]1[CH:14]=[CH:13][C:12]([C:15](=[O:21])[CH2:16][CH2:17][C:18]([OH:20])=[O:19])=[CH:11][CH:10]=1)([CH3:8])([CH3:7])[CH3:6] |f:0.1.2.3|. Procedure details: Aluminum chloride powder (80.0 g, 600 mmol) was added in portions to a stirred mixture of tert-butylbenzene (40.0 g, 300 mmol) and succinic anhydride (26.7 g, 267 mmol) and 1,1,2,2-tetrachloroethane (100 mL). After all the aluminum chloride had been added, the mixture was poured into a mixture of ice (500 mL) and concentrated hydrochloric acid (100 mL). The organic layer was separated, washed with water (500 mL) and the solvent distilled off. Solid residue was dissolved in hot 15% aqueous soluti...